describe an organic reaction: reactants, conditions, products, and yield From a dataset of the Open Reaction Database (ORD), a public repository of structured organic reaction records. Starting materials: Cl (HCl), C(#N)CC(CN1[C@@H](CN(CC1)C(=O)OC(C)(C)C)C)N1N=CC(=C1)C=1C2=C(N=CN1)N(C=C2)COCC[Si](C)(C)C (tert-butyl (3R)-4-{3-cyano-2-[4-(7-{[2-(trimethylsilyl)ethoxy]methyl}-7H-pyrrolo[2,3-d]pyrimidin-4-yl)-1H-pyrazol-1-yl]propyl}-3-methylpiperazine-1-carboxylate), hydrochloride salt. Solvent: O1CCOCC1 (1,4-dioxane), O1CCOCC1 (p-dioxane). Conditions: time 80 minute. Product: Cl.C[C@H]1N(CCNC1)CC(CC#N)N1N=CC(=C1)C=1C2=C(N=CN1)N(C=C2)COCC[Si](C)(C)C (4-[(2R)-2-methylpiperazin-1-yl]-3-[4-(7-{[2-(trimethylsilyl)ethoxy]methyl}-7H-pyrrolo[2,3-d]pyrimidin-4-yl)-1H-pyrazol-1-yl]butanenitrile hydrochloride Salt). Reaction SMILES: [ClH:1].[C:2]([CH2:4][CH:5]([N:21]1[CH:25]=[C:24]([C:26]2[C:27]3[CH:34]=[CH:33][N:32]([CH2:35][O:36][CH2:37][CH2:38][Si:39]([CH3:42])([CH3:41])[CH3:40])[C:28]=3[N:29]=[CH:30][N:31]=2)[CH:23]=[N:22]1)[CH2:6][N:7]1[CH2:12][CH2:11][N:10](C(OC(C)(C)C)=O)[CH2:9][C@H:8]1[CH3:20])#[N:3]>O1CCOCC1>[ClH:1].[CH3:20][C@@H:8]1[CH2:9][NH:10][CH2:11][CH2:12][N:7]1[CH2:6][CH:5]([N:21]1[CH:25]=[C:24]([C:26]2[C:27]3[CH:34]=[CH:33][N:32]([CH2:35][O:36][CH2:37][CH2:38][Si:39]([CH3:41])([CH3:40])[CH3:42])[C:28]=3[N:29]=[CH:30][N:31]=2)[CH:23]=[N:22]1)[CH2:4][C:2]#[N:3] |f:3.4|. Reported procedure: 4.0 M of HCl in p-dioxane (3.0 mL, 0.012 mol) was added to a solution of diastereomeric tert-butyl (3R)-4-{3-cyano-2-[4-(7-{[2-(trimethylsilyl)ethoxy]methyl}-7H-pyrrolo[2,3-d]pyrimidin-4-yl)-1H-pyrazol-1-yl]propyl}-3-methylpiperazine-1-carboxylate (0.50 g, 0.86 mmol) in 1,4-dioxane (5 mL). The reaction was stirred at room temperature for 80 minutes. Solvent was removed in vacuo to afford the product as a mixture of diastereomers and as the hydrochloride salt (470 mg, 98%). LCMS (M+H)+: 481.3. Starting materials: [N+](=O)([O-])C=1C=C2C(=NNC2=CC1)C(=O)O (5-Nitro-1H-indazole-3-carboxylic acid), Cl.CN (methylamine hydrochloride), C=1C=CC2=C(C1)N=NN2O (HOBt), CCN(C(C)C)C(C)C (DIEA), Cl.CN(CCCN=C=NCC)C (1-(3-dimethylaminopropyl)-3-ethylcarbodiimide hydrochloride). The solvent is CN1C(CCC1)=O (N-methylpyrrolidinone), C(C)(=O)OCC (ethyl acetate). Reaction conditions: time 2 hour. The product is CNC(=O)C1=NNC2=CC=C(C=C12)[N+](=O)[O-] (5-Nitro-1H-indazole-3-carboxylic acid methylamide). Isolated yield 63.0%. As a reaction SMILES: [N+:1]([C:4]1[CH:5]=[C:6]2[C:10](=[CH:11][CH:12]=1)[NH:9][N:8]=[C:7]2[C:13]([OH:15])=O)([O-:3])=[O:2].Cl.CN.C1C=CC2N(O)N=[N:25][C:23]=2C=1.CCN(C(C)C)C(C)C.Cl.CN(C)CCCN=C=NCC>CN1CCCC1=O.C(OCC)(=O)C>[CH3:23][NH:25][C:13]([C:7]1[C:6]2[C:10](=[CH:11][CH:12]=[C:4]([N+:1]([O-:3])=[O:2])[CH:5]=2)[NH:9][N:8]=1)=[O:15] |f:1.2,5.6|. Reported procedure: To a solution of compound 54 (100 mg, 0.483 mmol), methylamine hydrochloride (52.2 mg, 0.773 mmol), HOBt (130 mg, 0.966 mmol) and DIEA (0.34 mL, 1.95 mmol) in N-methylpyrrolidinone was added 1-(3-dimethylaminopropyl)-3-ethylcarbodiimide hydrochloride (148 mg, 0.773 mmol). The reaction was stirred at room temperature for 2 hrs and diluted with 10 mL of ethyl acetate. The mixture was washed with water and a yellow solid precipitated. The precipitate was collected by filtration to give compound 55 ... The reactants are saturated aqueous solution, C(=O)(O)[O-].[Na+] (NaHCO3), B(F)(F)F.CCOCC (boron trifluoride etherate), C(C)(=O)OC1O[C@@H]([C@@H]2[C@H]1OC(C2)=O)COC(C2=CC=CC=C2)=O ((3aR,4S,6RS,6aR)-6-Acetyloxy-4-(benzoyloxy)methylhexahydrofuro[3,4-b]furan-2-one), C1(=CC=CC=C1)S (thiophenol). Run in CCOC(=O)C (EtOAc), CCCCCC (hexane), CCOCC (ether), ClCCl (dichloromethane), C1(=CC=CC=C1)C (toluene), C(Cl)(Cl)Cl (CHCl3). Reaction conditions: temperature -78 celsius, time 6.5 hour. The product is C(C1=CC=CC=C1)(=O)OC[C@H]1OC([C@@H]2OC(C[C@@H]21)=O)SC2=CC=CC=C2 ((3aR,4S,6RS,6aR)-4-(Benzoyloxy)methylhexahydro-6-phenylthiofuro[3,4-b]furan-2-one). Yield: 72.6%. Reaction SMILES: C(O[CH:5]1[C@@H:9]2[O:10][C:11](=[O:13])[CH2:12][C@@H:8]2[C@@H:7]([CH2:14][O:15][C:16](=[O:23])[C:17]2[CH:22]=[CH:21][CH:20]=[CH:19][CH:18]=2)[O:6]1)(=O)C.[C:24]1([SH:30])[CH:29]=[CH:28][CH:27]=[CH:26][CH:25]=1.B(F)(F)F.CCOCC.C([O-])(O)=O.[Na+]>C(Cl)(Cl)Cl.CCCCCC.CCOCC.CCOC(C)=O.ClCCl.C1(C)C=CC=CC=1>[C:16]([O:15][CH2:14][C@@H:7]1[C@@H:8]2[C@@H:9]([O:10][C:11](=[O:13])[CH2:12]2)[CH:5]([S:30][C:24]2[CH:29]=[CH:28][CH:27]=[CH:26][CH:25]=2)[O:6]1)(=[O:23])[C:17]1[CH:18]=[CH:19][CH:20]=[CH:21][CH:22]=1 |f:2.3,4.5|. Reported procedure: To a suspension of 7 (35.7 g, 0.11 mol) and thiophenol (14.8 mL, 0.13 mol) in 220 mL of a 4:1 mixture of anhydrous toluene and dichloromethane at room temperature, boron trifluoride etherate (6.9 mL. 0.05 mol) was added dropwise. The resulting mixture was stirred at the same temperature for 6.5 h and then carefully poured into a biphasic mixture of 1000 mL of EtOAc and 100 mL of a saturated aqueous solution of NaHCO3 (sat. NaHCO3). The layers were separated and the organic layer was washed with ... Reactants: O=C1C[C@H]2N(C1C(=O)OCC1=CC=C(C=C1)[N+](=O)[O-])C([C@@H]2[C@@H](C)O)=O (4-nitrobenzyl (5R,6S)-2-oxo-6-((1R)-1-hydroxyethyl) -1-carbapenam-3-carboxylate), C(C)(C)N(CC)C(C)C (diisopropylethylamine), crude product, bis(benzylideneacetone)palladium(0), O1C(=CC=C1)P(C=1OC=CC1)C=1OC=CC1 (tri(2-furyl)phosphine), FC(S(=O)(=O)OS(=O)(=O)C(F)(F)F)(F)F (trifluoromethanesulfonic anhydride), C(N)(=O)/C=C/[Sn](CCCC)(CCCC)CCCC ((E)-2-carbamoylvinyl (tri-n-butyl)tin). Reagents/catalysts: [Cl-].[Zn+2].[Cl-] (zinc chloride). Run in C(C)#N (acetonitrile), C(C)(=O)OCC (ethyl acetate), C(C)(=O)OCC (ethyl acetate), CN1C(CCC1)=O (N-methylpyrrolidinone). Conditions: time 30 minute. Product: C(N)(=O)/C=C/C=1C[C@H]2N(C1C(=O)OCC1=CC=C(C=C1)[N+](=O)[O-])C([C@@H]2[C@@H](C)O)=O (4-Nitrobenzyl (5R,6S)-2-((E)-2-carbamoylvinyl)-6-((1R)-1-hydroxyethyl) -1-carbapen-2-em-3-carboxylate). Isolated yield 34.3%. As a reaction SMILES: O=[C:2]1[CH:6]([C:7]([O:9][CH2:10][C:11]2[CH:16]=[CH:15][C:14]([N+:17]([O-:19])=[O:18])=[CH:13][CH:12]=2)=[O:8])[N:5]2[C:20](=[O:25])[C@H:21]([C@H:22]([OH:24])[CH3:23])[C@H:4]2[CH2:3]1.C(N(C(C)C)CC)(C)C.FC(F)(F)S(OS(C(F)(F)F)(=O)=O)(=O)=O.O1C=CC=C1P(C1OC=CC=1)C1OC=CC=1.[C:66](/[CH:69]=[CH:70]/[Sn](CCCC)(CCCC)CCCC)(=[O:68])[NH2:67]>C(#N)C.CN1CCCC1=O.[Cl-].[Zn+2].[Cl-].C(OCC)(=O)C>[C:66](/[CH:69]=[CH:70]/[C:2]1[CH2:3][C@@H:4]2[C@@H:21]([C@H:22]([OH:24])[CH3:23])[C:20](=[O:25])[N:5]2[C:6]=1[C:7]([O:9][CH2:10][C:11]1[CH:12]=[CH:13][C:14]([N+:17]([O-:19])=[O:18])=[CH:15][CH:16]=1)=[O:8])(=[O:68])[NH2:67] |f:7.8.9|. Procedure: Under a nitrogen atmosphere, to a solution of 128 mg (0.367 mmol) of 4-nitrobenzyl (5R,6S)-2-oxo-6-((1R)-1-hydroxyethyl) -1-carbapenam-3-carboxylate in acetonitrile (3ml) was added 0.065 ml (0.37 mmol) of diisopropylethylamine at -45° C., followed by 0.062 ml (0.37 mmol) of trifluoromethanesulfonic anhydride, and the mixture was stirred at -40°-30° C. for 30 minutes. To the reaction mixture was added ethyl acetate (3 ml), and the organic layer was washed with saturated aqueous sodium bicarbonate...